This data is from the Open Reaction Database (ORD), a public repository of structured organic reaction records. The task is: describe an organic reaction: reactants, conditions, products, and yield Yields the product CN(C)CCOc1cc(-n2[nH]cc(-c3cccnc3)c2=O)ncn1, Cl. Reaction SMILES: [CH2:29]1[O:30][CH2:31][CH2:32][CH2:33]1.[CH2:35]([N+:36]([CH2:37][CH2:38][CH2:39][CH3:40])([CH2:41][CH2:42][CH2:43][CH3:44])[CH2:45][CH2:46][CH2:47][CH3:48])[CH2:49][CH2:50][CH3:51].[CH3:3][N:4]([CH3:5])[CH2:6][CH2:7][OH:8].[Cl:9][c:10]1[cH:11][c:12](-[n:16]2[nH:17][cH:18][c:19](-[c:22]3[cH:23][n:24][cH:25][cH:26][cH:27]3)[c:20]2=[O:21])[n:13][cH:14][n:15]1.[ClH:28].[H-:1].[I-:34].[Na+:2].[OH2:52]>>[CH3:3][N:4]([CH3:5])[CH2:6][CH2:7][O:8][c:10]1[cH:11][c:12](-[n:16]2[nH:17][cH:18][c:19](-[c:22]3[cH:23][n:24][cH:25][cH:26][cH:27]3)[c:20]2=[O:21])[n:13][cH:14][n:15]1.[ClH:9]. The reactants are C1CCOC1, CCCC[N+](CCCC)(CCCC)CCCC, CN(C)CCO, O=c1c(-c2cccnc2)c[nH]n1-c1cc(Cl)ncn1, Cl, [H-], [I-], [Na+], O. Reactants: C(CCCC)C(CO)CO (2-pentylpropane-1,3-diol), OC[C@@H]1CC[C@H](CC1)C=O (trans-4-hydroxymethylcyclohexanecarbaldehyde), C1(=CC=C(C=C1)S(=O)(=O)O)C (p-toluenesulfonic acid), O (water), O (water). The solvent is C1(=CC=CC=C1)C (toluene). Product: C(CCCC)C1COC(OC1)[C@@H]1CC[C@H](CC1)CO (trans-[4-(5-pentyl-1,3-dioxan-2-yl)cyclohexyl]methanol). Reaction SMILES: [CH2:1]([CH:6]([CH2:9][OH:10])[CH2:7][OH:8])[CH2:2][CH2:3][CH2:4][CH3:5].[OH:11][CH2:12][C@H:13]1[CH2:18][CH2:17][C@H:16]([CH:19]=O)[CH2:15][CH2:14]1.C1(C)C=CC(S(O)(=O)=O)=CC=1.O>C1(C)C=CC=CC=1>[CH2:1]([CH:6]1[CH2:9][O:10][CH:19]([C@H:16]2[CH2:17][CH2:18][C@H:13]([CH2:12][OH:11])[CH2:14][CH2:15]2)[O:8][CH2:7]1)[CH2:2][CH2:3][CH2:4][CH3:5]. Procedure details: A solution of 100 mmol of 2-pentylpropane-1,3-diol, 100 mmol of trans-4-hydroxymethylcyclohexanecarbaldehyde and 10 mmol of p-toluenesulfonic acid in 500 ml of toluene is heated at the boil on a water separator until the water separation is complete. Conventional work-up gives trans/trans-[4-(5-pentyl-1,3-dioxan-2-yl)cyclohexyl]methanol.